From a dataset of the Open Reaction Database (ORD), a public repository of structured organic reaction records. describe an organic reaction: reactants, conditions, products, and yield Procedure details: The title compound was prepared by following the procedure described in EXAMPLE 8 Step A,B except that the reagent 3,3-dimethylhex-5-enyl 4-nitrobenzoate was replaced by 4-nitrophenyl 3-(allyloxy)propanoate and the reagent 3,3-dimethyl-5,6-bis(nitrooxy)hexyl 4-nitrobenzoate was replaced by 4-nitrophenyl 3-(2,3-bis(nitrooxy)propoxy)propanoate. Product: [N+](=O)([O-])OC(COCCC(=O)O)CO[N+](=O)[O-] (3-(2,3-bis(nitrooxy)propoxy)propanoic acid). Reactants: [N+](=O)([O-])C1=CC=C(C(=O)OCCC(CC=C)(C)C)C=C1 (3,3-dimethylhex-5-enyl 4-nitrobenzoate), [N+](=O)([O-])OC(COCCC(=O)OC1=CC=C(C=C1)[N+](=O)[O-])CO[N+](=O)[O-] (4-nitrophenyl 3-(2,3-bis(nitrooxy)propoxy)propanoate), C(C=C)OCCC(=O)OC1=CC=C(C=C1)[N+](=O)[O-] (4-nitrophenyl 3-(allyloxy)propanoate), [N+](=O)([O-])C1=CC=C(C(=O)OCCC(CC(CO[N+](=O)[O-])O[N+](=O)[O-])(C)C)C=C1 (3,3-dimethyl-5,6-bis(nitrooxy)hexyl 4-nitrobenzoate). RXN SMILES: [N+](C1C=CC(C(OCCC(C)(C)CC=C)=O)=CC=1)([O-])=O.C(OCCC(OC1C=CC([N+]([O-])=O)=CC=1)=O)C=C.[N+](C1C=CC(C(OCCC(C)(C)CC(O[N+]([O-])=O)CO[N+]([O-])=O)=O)=CC=1)([O-])=O.[N+:67]([O:70][CH:71]([CH2:88][O:89][N+:90]([O-:92])=[O:91])[CH2:72][O:73][CH2:74][CH2:75][C:76]([O:78]C1C=CC([N+]([O-])=O)=CC=1)=[O:77])([O-:69])=[O:68]>>[N+:67]([O:70][CH:71]([CH2:88][O:89][N+:90]([O-:92])=[O:91])[CH2:72][O:73][CH2:74][CH2:75][C:76]([OH:78])=[O:77])([O-:69])=[O:68]. Reactants: N1=CC=C(C=C1)C1=NNC2=CC=C(C=C12)NC(=O)C1CNCCC1 (N-(3-(pyridin-4-yl)-1H-indazol-5-yl)piperidine-3-carboxamide), C(C1=CC=CC=C1)(=O)Cl (benzoyl chloride), C(C1=CC=CC=C1)(=O)Cl (benzoyl chloride). The solvent is ClCCl (dichloromethane), ClCCl (dichloromethane). Conditions: temperature 0 celsius, time 6 hour. Yields the product C(C1=CC=CC=C1)(=O)N1CC(CCC1)C(=O)NC=1C=C2C(=NNC2=CC1)C1=CC=NC=C1 (1-Benzoyl-N-(3-(pyridin-4-yl)-1H-indazol-5-yl)piperidine-3-carboxamide). Reaction SMILES: [C:1](Cl)(=[O:8])[C:2]1[CH:7]=[CH:6][CH:5]=[CH:4][CH:3]=1.[N:10]1[CH:15]=[CH:14][C:13]([C:16]2[C:24]3[C:19](=[CH:20][CH:21]=[C:22]([NH:25][C:26]([CH:28]4[CH2:33][CH2:32][CH2:31][NH:30][CH2:29]4)=[O:27])[CH:23]=3)[NH:18][N:17]=2)=[CH:12][CH:11]=1>ClCCl>[C:1]([N:30]1[CH2:31][CH2:32][CH2:33][CH:28]([C:26]([NH:25][C:22]2[CH:23]=[C:24]3[C:19](=[CH:20][CH:21]=2)[NH:18][N:17]=[C:16]3[C:13]2[CH:12]=[CH:11][N:10]=[CH:15][CH:14]=2)=[O:27])[CH2:29]1)(=[O:8])[C:2]1[CH:7]=[CH:6][CH:5]=[CH:4][CH:3]=1. Procedure details: In a flask, dichloromethane (0.023mL) was added to benzoyl chloride. The reaction was cooled to 0° C., and a solution of N-(3-(pyridin-4-yl)-1H-indazol-5-yl)piperidine-3-carboxamide (0.014 g, 0.044 mmol) in dichloromethane (0.020 mL) was dropwise added to the benzoyl chloride solution. The reaction stirred for 6 hrs from 0° C. to room temperature. The reaction was quenched with water (1 mL) and extracted with dichloromethane (3×1 mL). The extracts were combined and dried with sodium sulfate. The... The reactants are O[C@H]1[C@@H](CCCC1)NC(=O)C1=NC(=C(N=C1)Br)C1=CC=C(C=C1)Cl (5-bromo-6-(4-chloro-phenyl)-pyrazine-2-carboxylic acid ((1R,2R)-2-hydroxy-cyclohexyl)-amide), ClC1=C(C=CC=C1)O (chlorophenol). The product is O[C@H]1[C@@H](CCCC1)NC(=O)C1=NC(=C(N=C1)OC1=C(C=CC=C1)Cl)C1=CC=C(C=C1)Cl (5-(2-Chloro-phenoxy)-6-(4-chloro-phenyl)-pyrazine-2-carboxylic Acid ((1R,2R)-2-hydroxy-cyclohexyl)-amide). As a reaction SMILES: [OH:1][C@@H:2]1[CH2:7][CH2:6][CH2:5][CH2:4][C@H:3]1[NH:8][C:9]([C:11]1[CH:16]=[N:15][C:14](Br)=[C:13]([C:18]2[CH:23]=[CH:22][C:21]([Cl:24])=[CH:20][CH:19]=2)[N:12]=1)=[O:10].[Cl:25][C:26]1[CH:31]=[CH:30][CH:29]=[CH:28][C:27]=1[OH:32]>>[OH:1][C@@H:2]1[CH2:7][CH2:6][CH2:5][CH2:4][C@H:3]1[NH:8][C:9]([C:11]1[CH:16]=[N:15][C:14]([O:32][C:27]2[CH:28]=[CH:29][CH:30]=[CH:31][C:26]=2[Cl:25])=[C:13]([C:18]2[CH:23]=[CH:22][C:21]([Cl:24])=[CH:20][CH:19]=2)[N:12]=1)=[O:10]. Reported procedure: The title compound was synthesized in analogy to the procedure described for the preparation of Example 36c, using 5-bromo-6-(4-chloro-phenyl)-pyrazine-2-carboxylic acid ((1R,2R)-2-hydroxy-cyclohexyl)-amide, and chlorophenol (commercially available) as starting materials to give the title compound as a white solid. mp.: 154-155° C., MS (ISP): 458.3, 460.3 (M+H)+.